This data is from the Open Reaction Database (ORD), a public repository of structured organic reaction records. The task is: describe an organic reaction: reactants, conditions, products, and yield The reactants are C(C)OC=1C=C(CN2CCC(CC2)NC(=O)C=2C=NC=NC2)C=C(C1F)OCC (Pyrimidine-5-carboxylic acid[1-(3,5-diethoxy-4-fluoro-benzyl)-piperidin-4-yl]-amide), C(C)OC=1C=C(C=O)C=CC1OC (3-ethoxy-4-methoxy-benzaldehyde), C(#N)[BH3-].[Na+] (sodium cyanoborohydride), C(C)N(C(C)C)C(C)C (N-ethyl-diisopropylamine). Solvent: C(C)O (ethanol), C(C)(=O)O (acetic acid). Product: C(C)OC=1C=C(CN2CCC(CC2)NC(=O)C=2C=NC=NC2)C=CC1OC (Pyrimidine-5-carboxylic acid[1-(3-ethoxy-4-methoxy-benzyl)-piperidin-4-yl]-amide). RXN SMILES: [CH2:1]([O:3][C:4]1[CH:5]=[C:6]([CH:23]=[C:24](OCC)[C:25]=1F)[CH2:7][N:8]1[CH2:13][CH2:12][CH:11]([NH:14][C:15]([C:17]2[CH:18]=[N:19][CH:20]=[N:21][CH:22]=2)=[O:16])[CH2:10][CH2:9]1)[CH3:2].[CH2:30]([O:32]C1C=C(C=CC=1OC)C=O)C.C([BH3-])#N.[Na+].C(N(C(C)C)C(C)C)C>C(O)C.C(O)(=O)C>[CH2:1]([O:3][C:4]1[CH:5]=[C:6]([CH:23]=[CH:24][C:25]=1[O:32][CH3:30])[CH2:7][N:8]1[CH2:9][CH2:10][CH:11]([NH:14][C:15]([C:17]2[CH:18]=[N:19][CH:20]=[N:21][CH:22]=2)=[O:16])[CH2:12][CH2:13]1)[CH3:2] |f:2.3|. Procedure: In analogy to the procedure described in example 50k), pyrimidine-5-carboxylic acid piperidin-4-ylamide (example 56) was reacted with 3-ethoxy-4-methoxy-benzaldehyde, sodium cyanoborohydride, N-ethyl-diisopropylamine and acetic acid in ethanol at 50° C. to yield the title compound as colorless solid. MS: 371.1 (MH+). The reactants are BrC=1C=CC(=C(CN(CC)C2=CC=C(N=N2)C(=O)O)C1)OCC(C)C (6-[N-(5-Bromo-2-(2-methylpropoxy)benzyl)-N-ethylamino]pyridazine-3-carboxylic acid), CC1=NOC(=C1S(=O)(=O)N)C (3,5-dimethylisoxazol-4-ylsulphonamide). The product is CC1=NOC(=C1S(=O)(=O)NC(=O)C=1N=NC(=CC1)N(CC)CC1=C(C=CC(=C1)Br)OCC(C)C)C (N-(3,5-Dimethylisoxazol4-ylsulphonyl)-6-[N-(5-bromo-2-(2-methylpropoxy)benzyl)-N-ethylamino]pyridazine-3-carboxamide). As a reaction SMILES: [Br:1][C:2]1[CH:3]=[CH:4][C:5]([O:21][CH2:22][CH:23]([CH3:25])[CH3:24])=[C:6]([CH:20]=1)[CH2:7][N:8]([C:11]1[N:16]=[N:15][C:14]([C:17]([OH:19])=O)=[CH:13][CH:12]=1)[CH2:9][CH3:10].[CH3:26][C:27]1[C:31]([S:32]([NH2:35])(=[O:34])=[O:33])=[C:30]([CH3:36])[O:29][N:28]=1>>[CH3:26][C:27]1[C:31]([S:32]([NH:35][C:17]([C:14]2[N:15]=[N:16][C:11]([N:8]([CH2:7][C:6]3[CH:20]=[C:2]([Br:1])[CH:3]=[CH:4][C:5]=3[O:21][CH2:22][CH:23]([CH3:25])[CH3:24])[CH2:9][CH3:10])=[CH:12][CH:13]=2)=[O:19])(=[O:34])=[O:33])=[C:30]([CH3:36])[O:29][N:28]=1. Reported procedure: The title compound was prepared from 6-[5-bromo-2-(2-methylpropoxy)benzyl)-N-ethylamino]pyridine-3-carboxylic acid (example 9) and 3,5-dimethylisoxazol-4-ylsulphonamide using a similar method to that of example 14.